Dataset: the Open Reaction Database (ORD), a public repository of structured organic reaction records. Task: describe an organic reaction: reactants, conditions, products, and yield Yields the product CC(C)(C)C(N)C(=O)N1CCCC1, Cl. As a reaction SMILES: [CH3:1][C:2]([CH:3]([C:4]([N:5]1[CH2:6][CH2:7][CH2:8][CH2:9]1)=[O:10])[NH:11][C:12](=[O:13])[O:14][C:15]([CH3:16])([CH3:17])[CH3:18])([CH3:19])[CH3:20].[CH3:21][OH:22].[ClH:23]>>[CH3:1][C:2]([CH:3]([C:4]([N:5]1[CH2:6][CH2:7][CH2:8][CH2:9]1)=[O:10])[NH2:11])([CH3:19])[CH3:20].[ClH:23]. The reactants are CC(C)(C)OC(=O)NC(C(=O)N1CCCC1)C(C)(C)C, CO, Cl. The reactants are COC=1C=C(C(C(=O)OC)=CC1)C(=O)OC (dimethyl 4-methoxyphthalate), Cl (hydrochloric acid). Run in [OH-].[Na+] (sodium hydroxide). The product is COC=1C=C(C(C(=O)O)=CC1)C(=O)O (4-Methoxyphthalic acid). RXN SMILES: [CH3:1][O:2][C:3]1[CH:4]=[C:5]([C:13]([O:15]C)=[O:14])[C:6](=[CH:11][CH:12]=1)[C:7]([O:9]C)=[O:8].Cl>[OH-].[Na+]>[CH3:1][O:2][C:3]1[CH:4]=[C:5]([C:13]([OH:15])=[O:14])[C:6](=[CH:11][CH:12]=1)[C:7]([OH:9])=[O:8] |f:2.3|. Procedure details: A solution of dimethyl 4-methoxyphthalate (20 g, 89 mmol) was heated at reflux in 10% aqueous sodium hydroxide (85 mL) for 1 hour. The mixture was cooled to room temperature then acidified to pH 1 using concentrated hydrochloric acid. The precipitate that formed was filtered off, washed with water and dried under vacuum to afford the title compound D22 (13.61 g). MH−195. 1H NMR δ (DMSO-de) 3.83 (3H, s), 7.05-7.10 (3H, m), 7.72 (1H, d). The reactants are CN(C(=O)N)N=O (N-methyl-N-nitrosourea), [N+](=[N-])=C.CCOCC (diazomethane ether), C(CCC)Cl (n-butyl chloride). Reaction conditions: time 30 minute. The product is [N+](=[N-])=C.CCOCC (diazomethane ether), [N+](=[N-])=CC(CCC)=O (1-diazo-2-pentanone). Isolated yield 97.8%. Reaction SMILES: [CH3:1][N:2]([N:6]=O)[C:3](N)=[O:4].[N+:8](=[CH2:10])=[N-:9].[CH3:11][CH2:12][O:13][CH2:14][CH3:15].[CH2:16](Cl)[CH2:17][CH2:18]C>>[N+:2](=[CH2:1])=[N-:6].[CH3:11][CH2:12][O:13][CH2:14][CH3:15].[N+:8](=[CH:10][C:3](=[O:4])[CH2:16][CH2:17][CH3:18])=[N-:9] |f:1.2,4.5|. Procedure: A 100 ml quantity of diazomethane ether solution (containing 2.8 g of diazomethane) is prepared from 10 g of N-methyl-N-nitrosourea. To the diazomethane ether solution is added dropwise 1.7 g of n-butyl chloride with ice-cooling, and the mixture is thereafter stirred for 30 minutes. Nitrogen gas is passed through the reaction mixture at room temperature to remove the excess of diazomethane therefrom. The ethereal solution is distilled in a vacuum, and the residue is purified by column chromatogr... Starting materials: Cl, OB(O)c1ccc(OCCCOC2CCCCO2)c(C(F)(F)F)c1. Yields the product OCCCOc1ccc(B(O)O)cc1C(F)(F)F. Reaction SMILES: [ClH:25].[O:1]1[CH2:2][CH2:3][CH2:4][CH2:5][CH:6]1[O:7][CH2:8][CH2:9][CH2:10][O:11][c:12]1[c:13]([C:21]([F:22])([F:23])[F:24])[cH:14][c:15]([B:18]([OH:19])[OH:20])[cH:16][cH:17]1>>[OH:7][CH2:8][CH2:9][CH2:10][O:11][c:12]1[c:13]([C:21]([F:22])([F:23])[F:24])[cH:14][c:15]([B:18]([OH:19])[OH:20])[cH:16][cH:17]1. The reactants are Cl.NO (Hydroxylamine hydrochloride), [OH-].[K+] (potassium hydroxide), ClCC(=O)NC=1C=NC(=CC1)C#N (2-Chloro-N-(6-cyanopyridin-3-yl)acetamide). Run in CO (methanol). Reaction conditions: time 30 minute. The product is ClCC(=O)NC=1C=NC(=CC1)C(N)=NO (2-Chloro-N-(6-(N′-hydroxycarbamimidoyl)pyridin-3-yl)acetamide). Reaction SMILES: Cl.[NH2:2][OH:3].[OH-].[K+].[Cl:6][CH2:7][C:8]([NH:10][C:11]1[CH:12]=[N:13][C:14]([C:17]#[N:18])=[CH:15][CH:16]=1)=[O:9]>CO>[Cl:6][CH2:7][C:8]([NH:10][C:11]1[CH:12]=[N:13][C:14]([C:17](=[N:2][OH:3])[NH2:18])=[CH:15][CH:16]=1)=[O:9] |f:0.1,2.3|. Procedure details: Hydroxylamine hydrochloride (0.16 g, 2.3 mmol) was added to a solution of potassium hydroxide (0.152 g, 2.3 mmol) in methanol and the mixture was stirred for 30 minutes and filtered. To the filtrate, compound of example 3 (0.3 g, 1.53 mmol) was added and reaction mixture was refluxed for 4 hours. After completion of reaction the mixture was cooled, concentrated and triturated with diethyl ether to obtain the title compound. Starting materials: NC=1C=C2C(C(NC2=CC1N)=O)(C)C (5,6-diamino-3,3-dimethylindolin-2-one), N (ammonia), C(\C=C\C)(=O)O (crotonic acid), polyphosphoric acid. Solvent: O (water), O (water). Yields the product C(=CC)C=1NC2=C(N1)C=C1C(=C2)NC(C1(C)C)=O (2-(1-Propenyl)-7,7-dimethyl-6,7-dihydro-3H,5H-pyrrolo[2,3-f]benzimidazol-6-one). RXN SMILES: [NH2:1][C:2]1[CH:3]=[C:4]2[C:8](=[CH:9][C:10]=1[NH2:11])[NH:7][C:6](=[O:12])[C:5]2([CH3:14])[CH3:13].[C:15](O)(=O)/[CH:16]=[CH:17]/[CH3:18].N>O>[CH:16]([C:15]1[NH:11][C:10]2[CH:9]=[C:8]3[NH:7][C:6](=[O:12])[C:5]([CH3:14])([CH3:13])[C:4]3=[CH:3][C:2]=2[N:1]=1)=[CH:17][CH3:18]. Procedure details: Analogously to Example 11, 0.95 g. 5,6-diamino-3,3-dimethylindolin-2-one and 0.43 g. crotonic acid are heated with 10 ml. polyphosphoric acid for 30 minutes at 170° C. (bath temperature). The cooled reaction mixture is dissolved in 40 ml. water and neutralised with concentrated aqueous ammonia solution. Insoluble material is filtered off with suction, washed with water and dissolved in 100 ml. hot ethanol. After treatment with active charcoal, the hot filtrate is evaporated in a vacuum and the e... Starting materials: ClC1=NSC(=C1Cl)C(CC(=O)C1=CC=C(C=C1)OCOCC)=O (1-(3,4-dichloro-5-isothiazolyl)-3-(4-ethoxymethoxyphenyl)-1,3-propanedione). Solvent: C(C)(C)O (isopropanol), O1CCCC1 (tetrahydrofuran). Reaction conditions: time 12 hour. The product is ClC1=NSC(=C1Cl)C(CC(=O)C1=CC=C(C=C1)O)=O (1-(3,4-dichloro-5-isothiazolyl)-3-(4-hydroxyphenyl)-1,3-propanedione). The yield is 88.8%. Reaction SMILES: [Cl:1][C:2]1[C:6]([Cl:7])=[C:5]([C:8](=[O:23])[CH2:9][C:10]([C:12]2[CH:17]=[CH:16][C:15]([O:18]COCC)=[CH:14][CH:13]=2)=[O:11])[S:4][N:3]=1>C(O)(C)C.O1CCCC1>[Cl:1][C:2]1[C:6]([Cl:7])=[C:5]([C:8](=[O:23])[CH2:9][C:10]([C:12]2[CH:17]=[CH:16][C:15]([OH:18])=[CH:14][CH:13]=2)=[O:11])[S:4][N:3]=1. Reported procedure: To a solution of 1-(3,4-dichloro-5-isothiazolyl)-3-(4-ethoxymethoxyphenyl)-1,3-propanedione (1.20 g) in a mixture of isopropanol (20 ml) and tetrahydrofuran (20 ml) concentrated hydrochloric acid (3.40 g) was added at room temperature and the mixture was stirred for 12 hours. After distilling off the solvent under reduced pressure, the residue was purified by silica gel column chromatography (eluent hexane:ethyl acetate=50:50) to obtain 1-(3,4-dichloro-5-isothiazolyl)-3-(4-hydroxyphenyl)-1,3-pro... The reactants are C1(=CC=CC=C1)[C@H]1NC(OC1(C)C)=O ((R)-4-Phenyl-5,5-dimethyloxazolidin-2-one), C(CCC)[Li] (butyllithium), C(C=CC1=CC=CC=C1)(=O)Cl (cinnamoyl chloride), C(C)(=O)OCC (ethyl acetate). The solvent is O1CCCC1 (tetrahydrofuran). Conditions: time 2 hour. Yields the product C1(=CC=CC=C1)/C=C/C(=O)N1C(OC([C@H]1C1=CC=CC=C1)(C)C)=O ((4R)-3-[3-Phenyl-2(E)-propenoyl]-4-phenyl-5,5-dimethyloxazolidin-2-one). The yield is 99.7%. Reaction SMILES: [C:1]1([C@@H:7]2[C:11]([CH3:13])([CH3:12])[O:10][C:9](=[O:14])[NH:8]2)[CH:6]=[CH:5][CH:4]=[CH:3][CH:2]=1.C([Li])CCC.[C:20](Cl)(=[O:29])[CH:21]=[CH:22][C:23]1[CH:28]=[CH:27][CH:26]=[CH:25][CH:24]=1.C(OCC)(=O)C>O1CCCC1>[C:23]1(/[CH:22]=[CH:21]/[C:20]([N:8]2[C@H:7]([C:1]3[CH:2]=[CH:3][CH:4]=[CH:5][CH:6]=3)[C:11]([CH3:12])([CH3:13])[O:10][C:9]2=[O:14])=[O:29])[CH:28]=[CH:27][CH:26]=[CH:25][CH:24]=1. Procedure: Reaction of the auxiliary (15) (0.300 g, 1.57 mmol) in solution in tetrahydrofuran (10 ml) at -78° C. with butyllithium (1.5M, 1.06 ml, 1.59 mmol) and cinnamoyl chloride (0.228 ml, 1.73 mmol) for 10 minutes and then at room temperature for 2 hours, with work-up and flash column chromatography using 20% ethyl acetate/40-60 petroleum ether as eluant furnished the title compound (26) as a solid (0.503 g, 99%) which was recrystallised from ethyl acetate/40-60 petroleum ether; mp 149° C.; νmax (CDCl3... Reactants: CCCOc1ccc(CS)cc1, CN(C)P(=O)(N(C)C)N(C)C, CCn1c(SC)nc(Cl)c(C)c1=O, [H-], [Na+], O. Product: CCCOc1ccc(CSc2nc(SC)n(CC)c(=O)c2C)cc1. RXN SMILES: [CH2:3]([CH2:4][CH3:5])[O:6][c:7]1[cH:8][cH:9][c:10]([CH2:11][SH:12])[cH:13][cH:14]1.[CH3:29][N:30]([CH3:31])[P:32](=[O:33])([N:34]([CH3:35])[CH3:36])[N:37]([CH3:38])[CH3:39].[Cl:15][c:16]1[c:17]([CH3:27])[c:18](=[O:26])[n:19]([CH2:24][CH3:25])[c:20]([S:22][CH3:23])[n:21]1.[H-:1].[Na+:2].[OH2:28]>>[CH2:3]([CH2:4][CH3:5])[O:6][c:7]1[cH:8][cH:9][c:10]([CH2:11][S:12][c:16]2[c:17]([CH3:27])[c:18](=[O:26])[n:19]([CH2:24][CH3:25])[c:20]([S:22][CH3:23])[n:21]2)[cH:13][cH:14]1.